From a dataset of the Open Reaction Database (ORD), a public repository of structured organic reaction records. describe an organic reaction: reactants, conditions, products, and yield Reactants: CCOC(=O)C (EtOAc), C(=O)([O-])[O-].[Cs+].[Cs+] (Cs2CO3), BrCCCCC(=O)NC1=CC=C(COC(CCCCBr)=O)C=C1 (5-Bromo-pentanoic acid 4-(5-bromo-pentanoylamino)-benzyl Ester), C(=O)([O-])[O-].[Cs+].[Cs+] (Cs2CO3). Run in CN(C)C=O (DMF), C(CC(O)(C(=O)O)CC(=O)O)(=O)O (citric acid). Product: O=C1N(CCCC1)C1=CC=C(COC(CCCCBr)=O)C=C1 (5-Bromo-pentanoic acid 4-(2-oxo-piperidin-1-yl)-benzyl Ester). Reaction SMILES: Br[CH2:2][CH2:3][CH2:4][CH2:5][C:6]([NH:8][C:9]1[CH:23]=[CH:22][C:12]([CH2:13][O:14][C:15](=[O:21])[CH2:16][CH2:17][CH2:18][CH2:19][Br:20])=[CH:11][CH:10]=1)=[O:7].C([O-])([O-])=O.[Cs+].[Cs+].CCOC(C)=O>CN(C=O)C.C(O)(=O)CC(CC(O)=O)(C(O)=O)O>[O:7]=[C:6]1[CH2:5][CH2:4][CH2:3][CH2:2][N:8]1[C:9]1[CH:23]=[CH:22][C:12]([CH2:13][O:14][C:15](=[O:21])[CH2:16][CH2:17][CH2:18][CH2:19][Br:20])=[CH:11][CH:10]=1 |f:1.2.3|. Procedure details: The ester from Step 1 (1 g, 2.22 mmol) was dissolved in DMF. Cs2CO3 (725 mg , 2.22 mmol) was added and the reaction mixture was heated to 50° for 18 hours. TLC shows ~50% starting material remaining. Additional Cs2CO3 (2.22 mmol) was added the reaction mixture was heated at 50° for and additional 8 hours. The mixture was dissolved in 10% citric acid and extracted with EtOAc. The organic layer was washed with saturated NaHCO3, H2O and brine, dried (MgSO4) filtered and concentrated to yield a yell... Reactants: N#Cc1ccc2c(c1)cc(C(=O)O)n2Cc1cccc(OC(F)(F)F)c1, CSCCC(N)CO. Yields the product CSCCC(CO)NC(=O)c1cc2cc(C#N)ccc2n1Cc1cccc(OC(F)(F)F)c1. RXN SMILES: [C:1](#[N:2])[c:3]1[cH:4][c:5]2[cH:6][c:7]([C:24](=[O:25])[OH:26])[n:8]([CH2:12][c:13]3[cH:14][c:15]([O:19][C:20]([F:21])([F:22])[F:23])[cH:16][cH:17][cH:18]3)[c:9]2[cH:10][cH:11]1.[NH2:27][CH:28]([CH2:29][CH2:30][S:31][CH3:32])[CH2:33][OH:34]>>[C:1](#[N:2])[c:3]1[cH:4][c:5]2[cH:6][c:7]([C:24](=[O:26])[NH:27][CH:28]([CH2:29][CH2:30][S:31][CH3:32])[CH2:33][OH:34])[n:8]([CH2:12][c:13]3[cH:14][c:15]([O:19][C:20]([F:21])([F:22])[F:23])[cH:16][cH:17][cH:18]3)[c:9]2[cH:10][cH:11]1.